This data is from the Open Reaction Database (ORD), a public repository of structured organic reaction records. The task is: describe an organic reaction: reactants, conditions, products, and yield Reactants: BrC1=CC=C(C2=CC=CC=C12)Br (1,4-dibromonaphthalene), N1CCCC1 (Pyrrolidine), (R)-(+)-2,2′-Bis(diphenylphosphino)-1,1-binaphthyl, CC(C)([O-])C.[Na+] (Sodium tert-butoxide), C1(=CC=CC=C1)C (Toluene). The reagents and catalysts are C=1C=CC(=CC1)/C=C/C(=O)/C=C/C2=CC=CC=C2.C=1C=CC(=CC1)/C=C/C(=O)/C=C/C2=CC=CC=C2.C=1C=CC(=CC1)/C=C/C(=O)/C=C/C2=CC=CC=C2.[Pd].[Pd] (Tris(dibenzylideneacetone)dipalladium(0)). Reaction conditions: temperature 70 celsius. Yields the product BrC1=CC=C(C2=CC=CC=C12)N1CCCC1 (1-(4-bromo-1-naphthyl)pyrrolidine). Reaction SMILES: Br[C:2]1[C:11]2[C:6](=[CH:7][CH:8]=[CH:9][CH:10]=2)[C:5]([Br:12])=[CH:4][CH:3]=1.[NH:13]1[CH2:17][CH2:16][CH2:15][CH2:14]1.CC(C)([O-])C.[Na+].C1(C)C=CC=CC=1>C1C=CC(/C=C/C(/C=C/C2C=CC=CC=2)=O)=CC=1.C1C=CC(/C=C/C(/C=C/C2C=CC=CC=2)=O)=CC=1.C1C=CC(/C=C/C(/C=C/C2C=CC=CC=2)=O)=CC=1.[Pd].[Pd]>[Br:12][C:5]1[C:6]2[C:11](=[CH:10][CH:9]=[CH:8][CH:7]=2)[C:2]([N:13]2[CH2:17][CH2:16][CH2:15][CH2:14]2)=[CH:3][CH:4]=1 |f:2.3,5.6.7.8.9|. Reported procedure: To a solution of 1,4-dibromonaphthalene (500 mg, 0.002 mol), Pyrrolidine (0.18 mL, 0.0021 mol), (R)-(+)-2,2′-Bis(diphenylphosphino)-1,1-binaphthyl (0.022 g, 0.000035 mol), Sodium tert-butoxide (0.24 g, 0.0024 mol) in Toluene (5.00 mL, 0.0469 mol) was added Tris(dibenzylideneacetone)dipalladium(0) (0.008 g, 0.000009 mol), and the mixture was heated at 70° C. overnight. The reaction was cooled, quenched by addition of water and the mixture was extracted with DCM (3×), washed with water, brine, dri... Reaction conditions: temperature 22 celsius, time 20 hour. Reactants: C1COc2c1cc(C=O)cc2[Br], CC1=CN=C(C=C1)N, [C-]#[N+]C1CCCCC1. The solvent is CC(C)O (isopropyl alcohol), CC(C)O (isopropylalcohol). Reagents/catalysts: O=C(O)C(F)(F)F (trifluoroacetic acid). The yield is 11.1%. Product: Cc1ccc2nc(c3cc4CCOc4c(c3)[Br])c(NC3CCCCC3)n2c1. RXN SMILES: CC1=CC=C(N)N=C1.[C-]#[N+]C1CCCCC1.BrC1=C2OCCC2=CC(C=O)=C1>>CC1=CN2C(C=C1)=NC(=C2NC1CCCCC1)C1=CC(Br)=C2OCCC2=C1. Starting materials: FC1=C(C=CC(=C1)F)S(=O)(=O)NC=1C(=NC=C(C1)C1=CC(=C2C=NN(C2=C1)S(=O)(=O)C1=CC=CC=C1)C=1OC(=NN1)CN1C[C@H]2N(CC1)CCC2)OC (2,4-Difluoro-N-[5-[4-{5-[(8aS)-hexahydropyrrolo[1,2-a]pyrazin-2(1H)-ylmethyl]-1,3,4-oxadiazol-2-yl}-1-(phenylsulfonyl)-1H-indazol-6-yl]-2-(methyloxy)-3-pyridinyl]benzenesulfonamide), [OH-].[Na+] (sodium hydroxide). Run in O1CCOCC1 (1,4-dioxane), CS(=O)C (DMSO). Run at time 1 hour. Product: FC1=C(C=CC(=C1)F)S(=O)(=O)NC=1C(=NC=C(C1)C1=CC(=C2C=NNC2=C1)C=1OC(=NN1)CN1C[C@H]2N(CC1)CCC2)OC (2,4-Difluoro-N-[5-(4-{5-[(8aS)-hexahydropyrrolo[1,2-a]pyrazin-2(1H)-ylmethyl]-1,3,4-oxadiazol-2-yl}-1H-indazol-6-yl)-2-(methyloxy)-3-pyridinyl]benzenesulfonamide). The yield is 3.5%. RXN SMILES: [F:1][C:2]1[CH:7]=[C:6]([F:8])[CH:5]=[CH:4][C:3]=1[S:9]([NH:12][C:13]1[C:14]([O:52][CH3:53])=[N:15][CH:16]=[C:17]([C:19]2[CH:27]=[C:26]3[C:22]([CH:23]=[N:24][N:25]3S(C3C=CC=CC=3)(=O)=O)=[C:21]([C:37]3[O:38][C:39]([CH2:42][N:43]4[CH2:48][CH2:47][N:46]5[CH2:49][CH2:50][CH2:51][C@H:45]5[CH2:44]4)=[N:40][N:41]=3)[CH:20]=2)[CH:18]=1)(=[O:11])=[O:10].[OH-].[Na+]>O1CCOCC1.CS(C)=O>[F:1][C:2]1[CH:7]=[C:6]([F:8])[CH:5]=[CH:4][C:3]=1[S:9]([NH:12][C:13]1[C:14]([O:52][CH3:53])=[N:15][CH:16]=[C:17]([C:19]2[CH:27]=[C:26]3[C:22]([CH:23]=[N:24][NH:25]3)=[C:21]([C:37]3[O:38][C:39]([CH2:42][N:43]4[CH2:48][CH2:47][N:46]5[CH2:49][CH2:50][CH2:51][C@H:45]5[CH2:44]4)=[N:40][N:41]=3)[CH:20]=2)[CH:18]=1)(=[O:11])=[O:10] |f:1.2|. Procedure: 2,4-Difluoro-N-[5-[4-{5-[(8aS)-hexahydropyrrolo[1,2-a]pyrazin-2(1H)-ylmethyl]-1,3,4-oxadiazol-2-yl}-1-(phenylsulfonyl)-1H-indazol-6-yl]-2-(methyloxy)-3-pyridinyl]benzenesulfonamide (84 mg, 0.110 mmol) was dissolved in 1,4-dioxane (1 ml) and sodium hydroxide (1 ml, 0.110 mmol) was added. The mixture was stirred at room temperature for 1 h. The mixture was dried down under a stream of nitrogen and the residue partitioned between ethyl acetate (5 ml) and saturated ammonium chloride (2 ml). The orga... Reactants: CCc1cc(C(C)=O)c(O)cc1OCc1cccc(C#N)c1, CCO, CCOC(C)=O, Cl, [K+], [OH-], O. Yields the product CCc1cc(C(C)=O)c(O)cc1OCc1cccc(C(=O)O)c1. Reaction SMILES: [C:1]([CH3:2])(=[O:3])[c:4]1[cH:5][c:6]([CH2:21][CH3:22])[c:7]([O:8][CH2:9][c:10]2[cH:11][c:12]([C:13]#[N:14])[cH:15][cH:16][cH:17]2)[cH:18][c:19]1[OH:20].[CH3:25][CH2:26][OH:27].[CH3:30][CH2:31][O:32][C:33](=[O:34])[CH3:35].[ClH:28].[K+:24].[OH-:23].[OH2:29]>>[C:1]([CH3:2])(=[O:3])[c:4]1[cH:5][c:6]([CH2:21][CH3:22])[c:7]([O:8][CH2:9][c:10]2[cH:11][c:12]([C:13](=[O:23])[OH:29])[cH:15][cH:16][cH:17]2)[cH:18][c:19]1[OH:20]. Starting materials: O=C([O-])O, C1CCOC1, COC1CN(C(=O)OC(C)(C)C)CCC1NCc1ccccc1, O=C(Cl)OCc1ccccc1, [Na+], O. Yields the product COC1CN(C(=O)OC(C)(C)C)CCC1N(Cc1ccccc1)C(=O)OCc1ccccc1. Reaction SMILES: [C:29](=[O:30])([OH:31])[O-:32].[CH2:1]1[O:2][CH2:3][CH2:4][CH2:5]1.[CH2:6]([c:7]1[cH:8][cH:9][cH:10][cH:11][cH:12]1)[NH:13][CH:14]1[CH:15]([O:27][CH3:28])[CH2:16][N:17]([C:20](=[O:21])[O:22][C:23]([CH3:24])([CH3:25])[CH3:26])[CH2:18][CH2:19]1.[Cl:34][C:35](=[O:36])[O:37][CH2:38][c:39]1[cH:40][cH:41][cH:42][cH:43][cH:44]1.[Na+:33].[OH2:45]>>[CH2:6]([c:7]1[cH:8][cH:9][cH:10][cH:11][cH:12]1)[N:13]([CH:14]1[CH:15]([O:27][CH3:28])[CH2:16][N:17]([C:20](=[O:21])[O:22][C:23]([CH3:24])([CH3:25])[CH3:26])[CH2:18][CH2:19]1)[C:35](=[O:36])[O:37][CH2:38][c:39]1[cH:40][cH:41][cH:42][cH:43][cH:44]1.